This data is from the Open Reaction Database (ORD), a public repository of structured organic reaction records. The task is: describe an organic reaction: reactants, conditions, products, and yield Solvent: Cl.C(C)(=O)OCC (hydrochloric acid ethyl acetate). Yield: 551.0%. Procedure: A 4 N hydrochloric acid-ethyl acetate solution (200 mL) was added to tert-butyl[(1R,5S,6S)-6-(aminomethyl)bicyclo[3.2.0]hept-3-en-6-yl]acetate (17.53 g, 7.4 mmol), and the mixture was stirred at room temperature for 1.5 hours. Then, the solvent was distilled off under reduced pressure. The residue was suspended in dichloromethane. To the suspension, triethylamine was added dropwise, and the resulting powder was collected by filtration, then washed with dichloromethane, and then dried to obtain a... Starting materials: C(C)(C)(C)OC(C[C@@]1([C@@H]2C=CC[C@@H]2C1)CN)=O (tert-butyl[(1R,5S,6S)-6-(aminomethyl)bicyclo[3.2.0]hept-3-en-6-yl]acetate). Conditions: time 1.5 hour. Product: NC[C@]1([C@@H]2C=CC[C@@H]2C1)CC(=O)O ((−)-[(1R,5S,6S)-6-(aminomethyl)bicyclo[3.2.0]hept-3-en-6-yl]acetic acid). Reaction SMILES: C([O:5][C:6](=[O:17])[CH2:7][C@@:8]1([CH2:15][NH2:16])[CH2:14][C@@H:13]2[C@H:9]1[CH:10]=[CH:11][CH2:12]2)(C)(C)C>Cl.C(OCC)(=O)C>[NH2:16][CH2:15][C@:8]1([CH2:7][C:6]([OH:17])=[O:5])[CH2:14][C@@H:13]2[C@H:9]1[CH:10]=[CH:11][CH2:12]2 |f:1.2|. Reactants: C(C)(=O)OC(C)=O (Acetic anhydride), BrC=1C=C(N)C=C(C1)[N+](=O)[O-] (3-bromo-5-nitroaniline). Reaction conditions: time 30 minute. The product is BrC=1C=C(C=C(C1)[N+](=O)[O-])NC(C)=O (N-(3-Bromo-5-nitrophenyl)acetamide). Isolated yield 78.0%. Reaction SMILES: C(O[C:5](=[O:7])[CH3:6])(=O)C.[Br:8][C:9]1[CH:10]=[C:11]([CH:13]=[C:14]([N+:16]([O-:18])=[O:17])[CH:15]=1)[NH2:12]>>[Br:8][C:9]1[CH:10]=[C:11]([NH:12][C:5](=[O:7])[CH3:6])[CH:13]=[C:14]([N+:16]([O-:18])=[O:17])[CH:15]=1. Procedure details: Acetic anhydride (14 ml) was added dropwise at 0° C. to 3-bromo-5-nitroaniline (14 g, 64.5 mmol). The mixture was stirred for 30 min at RT and then quenched by the addition of crushed ice. The precipitate formed was filtered and washed with cold water to obtain off-white solid. The solid was dried under vacuum to give the product in 78% yield (13 g). 1H NMR (300 MHz, DMSO-d6): δ 10.54 (br s, 1H), 8.45 (s, 1H), 8.2 (s, 1H), 8.03 (s, 1H), 2.11 (s, 3H). Reactants: FC(F)(F)c1cnc(Cl)c(Br)c1, [H-], [Na+], C1CCOC1, O, OCC(F)(F)F. The product is FC(F)(F)COc1ncc(C(F)(F)F)cc1Br. As a reaction SMILES: [Cl:9][c:10]1[n:11][cH:12][c:13]([C:17]([F:18])([F:19])[F:20])[cH:14][c:15]1[Br:16].[H-:7].[Na+:8].[O:22]1[CH2:23][CH2:24][CH2:25][CH2:26]1.[OH2:21].[OH:1][CH2:2][C:3]([F:4])([F:5])[F:6]>>[O:1]([CH2:2][C:3]([F:4])([F:5])[F:6])[c:10]1[n:11][cH:12][c:13]([C:17]([F:18])([F:19])[F:20])[cH:14][c:15]1[Br:16]. The reactants are CS(C)=O, CC(NC(=O)C1(c2cc(F)cc(F)c2)CCCC1)C(Cc1ccc(Cl)cc1)c1ccccc1, [K+], [OH-], O. The product is O=C(O)C1(c2cc(F)cc(F)c2)CCCC1. As a reaction SMILES: [CH3:36][S:37]([CH3:38])=[O:39].[Cl:1][c:2]1[cH:3][cH:4][c:5]([CH2:6][CH:7]([c:8]2[cH:9][cH:10][cH:11][cH:12][cH:28]2)[CH:29]([NH:30][C:13](=[O:14])[C:15]2([c:20]3[cH:21][c:22]([F:27])[cH:23][c:24]([F:26])[cH:25]3)[CH2:16][CH2:17][CH2:18][CH2:19]2)[CH3:31])[cH:32][cH:33]1.[K+:35].[OH-:34].[OH2:40]>>[C:13]([OH:14])([C:15]1([c:20]2[cH:21][c:22]([F:27])[cH:23][c:24]([F:26])[cH:25]2)[CH2:16][CH2:17][CH2:18][CH2:19]1)=[O:34]. Reactants: CN1N=NN=C1S (1-methyl-tetrazole-5-thiol), N1=CC=CC=C1 (pyridine), ClC1=C/C(/C2=CC=CC=C2C1=O)=N\S(=O)(=O)C1=CC=C(C=C1)C1=CC=CC=C1 ((E)-N-(3-chloro-4-oxonaphthalen-1(4H)-ylidene)biphenyl-4-sulfonamide). Solvent: C1CCOC1 (THF), C1CCOC1 (THF). Reaction conditions: time 30 minute. Product: CN1N=NN=C1SC1=C/C(/C2=CC=CC=C2C1=O)=N\S(=O)(=O)C1=CC=C(C=C1)C1=CC=CC=C1 ((E)-N-(3-(1-methyl-1H-tetrazol-5-ylthio)-4-oxonaphthalen-1(4H)-ylidene)biphenyl-4-sulfonamide). The yield is 99.0%. RXN SMILES: Cl[C:2]1[C:11](=[O:12])[C:10]2[C:5](=[CH:6][CH:7]=[CH:8][CH:9]=2)/[C:4](=[N:13]/[S:14]([C:17]2[CH:22]=[CH:21][C:20]([C:23]3[CH:28]=[CH:27][CH:26]=[CH:25][CH:24]=3)=[CH:19][CH:18]=2)(=[O:16])=[O:15])/[CH:3]=1.[CH3:29][N:30]1[C:34]([SH:35])=[N:33][N:32]=[N:31]1.N1C=CC=CC=1>C1COCC1>[CH3:29][N:30]1[C:34]([S:35][C:2]2[C:11](=[O:12])[C:10]3[C:5](=[CH:6][CH:7]=[CH:8][CH:9]=3)/[C:4](=[N:13]/[S:14]([C:17]3[CH:22]=[CH:21][C:20]([C:23]4[CH:28]=[CH:27][CH:26]=[CH:25][CH:24]=4)=[CH:19][CH:18]=3)(=[O:16])=[O:15])/[CH:3]=2)=[N:33][N:32]=[N:31]1. Reported procedure: 81.6 mg 12b was dissolved in 2 ml THF. 1 ml THF solution containing 1 eq. 1-methyl-tetrazole-5-thiol and 1 eq. pyridine was added. The mixture was shaken for 30 min. The organic solvent was removed by V-10 (biotage). The residue was suspended in 10 ml water and sonicated thoroughly. The insoluble was filtered and washed with water. The solid was dried over air affording 96.5 mg (99.0%) title compound 13x. Starting materials: NC=1C(=NC(=CC1)Br)C(=O)NC=1C=NC=CC1C1=CC(=NC(=C1)C)N(C(=O)OC(C)(C)C)C(=O)OC(C)(C)C (3-amino-6-bromo-N-(2′-(di-BOC-amino)-6′-methyl-4,4′-bipyridin-3-yl)picolinamide), B1(OC(C(O1)(C)C)(C)C)B2OC(C(O2)(C)C)(C)C (bis(pinacolato)diboron), C1(CCCCC1)P(C1CCCCC1)C1CCCCC1 (PCy3), CC(=O)[O-].[K+] (KOAc), BrC1=NC=CC=C1F (2-bromo-3-fluoropyridine), boronic ester. Reagents/catalysts: C=1C=CC(=CC1)/C=C/C(=O)/C=C/C2=CC=CC=C2.C=1C=CC(=CC1)/C=C/C(=O)/C=C/C2=CC=CC=C2.C=1C=CC(=CC1)/C=C/C(=O)/C=C/C2=CC=CC=C2.[Pd].[Pd] (Pd2(dba)3), C1=CC=C(C=C1)P([C-]2C=CC=C2)C3=CC=CC=C3.C1=CC=C(C=C1)P([C-]2C=CC=C2)C3=CC=CC=C3.Cl[Pd]Cl.[Fe+2].C(Cl)Cl (Pd(dppf)Cl2 DCM). The solvent is O1CCOCC1 (dioxane), CCOC(=O)C (EtOAc), O (H2O). Conditions: temperature 90 celsius. The product is NC=1C=CC(=NC1C(=O)NC=1C=NC=CC1C1=CC(=NC(=C1)C)N)C1=NC=CC=C1F (5-amino-N-(2′-amino-6′-methyl-4,4′-bipyridin-3-yl)-3′-fluoro-2,2′-bipyridine-6-carboxamide). As a reaction SMILES: [NH2:1][C:2]1[C:3]([C:9]([NH:11][C:12]2[CH:13]=[N:14][CH:15]=[CH:16][C:17]=2[C:18]2[CH:23]=[C:22]([CH3:24])[N:21]=[C:20]([N:25](C(OC(C)(C)C)=O)C(OC(C)(C)C)=O)[CH:19]=2)=[O:10])=[N:4][C:5](Br)=[CH:6][CH:7]=1.B1(B2OC(C)(C)C(C)(C)O2)OC(C)(C)C(C)(C)O1.C1(P(C2CCCCC2)C2CCCCC2)CCCCC1.CC([O-])=O.[K+].Br[C:83]1[C:88]([F:89])=[CH:87][CH:86]=[CH:85][N:84]=1>C1C=CC(/C=C/C(/C=C/C2C=CC=CC=2)=O)=CC=1.C1C=CC(/C=C/C(/C=C/C2C=CC=CC=2)=O)=CC=1.C1C=CC(/C=C/C(/C=C/C2C=CC=CC=2)=O)=CC=1.[Pd].[Pd].C1C=CC(P(C2C=CC=CC=2)[C-]2C=CC=C2)=CC=1.C1C=CC(P(C2C=CC=CC=2)[C-]2C=CC=C2)=CC=1.Cl[Pd]Cl.[Fe+2].C(Cl)Cl.CCOC(C)=O.O.O1CCOCC1>[NH2:1][C:2]1[CH:7]=[CH:6][C:5]([C:83]2[C:88]([F:89])=[CH:87][CH:86]=[CH:85][N:84]=2)=[N:4][C:3]=1[C:9]([NH:11][C:12]1[CH:13]=[N:14][CH:15]=[CH:16][C:17]=1[C:18]1[CH:23]=[C:22]([CH3:24])[N:21]=[C:20]([NH2:25])[CH:19]=1)=[O:10] |f:3.4,6.7.8.9.10,11.12.13.14.15|. Procedure details: To a solution of degassed dioxane (0.03M) was added 3-amino-6-bromo-N-(2′-(di-BOC-amino)-6′-methyl-4,4′-bipyridin-3-yl)picolinamide (1.0 equiv.), bis(pinacolato)diboron (2.0 equiv.), Pd2(dba)3 (0.05 equiv.), PCy3 (0.075 equiv.), and KOAc (3.0 equiv.). The solution was heated to 90° C. for 16 hrs until all starting material was consumed. Filtered the reaction and concentrated the filtrate. The crude was dried under vacuo, then dissolved in DME/2M Na2CO3 (3:1, 0.05M), followed by addition of 2-bro... Starting materials: CS(=O)(=O)OCC1CN(C=2C=C(C3=C(C12)C=CC=C3)[N+](=O)[O-])C(=O)C=3NC1=C(C(=C(C=C1C3)OC)OC)OC (1-[(methanesulfonyloxy)methyl]-5-nitro-3-[(5,6,7-trimethoxyindol-2-yl)carbonyl]-1,2-dihydro-3H-benz[e]indole). The reagents and catalysts are O=[Pt]=O (PtO2). Solvent: C1CCOC1 (THF). The product is NC=1C2=C(C=3C(CN(C3C1)C(=O)C=1NC3=C(C(=C(C=C3C1)OC)OC)OC)COS(=O)(=O)C)C=CC=C2 (5-amino-1-[(methanesulfonyloxy)methyl]-3-[(5,6,7-trimethoxyindol-2-yl)carbonyl]-1,2-dihydro-3H-benz[e]indole). Isolated yield 76.1%. As a reaction SMILES: [CH3:1][S:2]([O:5][CH2:6][CH:7]1[C:15]2[C:14]3[CH:16]=[CH:17][CH:18]=[CH:19][C:13]=3[C:12]([N+:20]([O-])=O)=[CH:11][C:10]=2[N:9]([C:23]([C:25]2[NH:26][C:27]3[C:32]([CH:33]=2)=[CH:31][C:30]([O:34][CH3:35])=[C:29]([O:36][CH3:37])[C:28]=3[O:38][CH3:39])=[O:24])[CH2:8]1)(=[O:4])=[O:3]>C1COCC1.O=[Pt]=O>[NH2:20][C:12]1[C:13]2[CH:19]=[CH:18][CH:17]=[CH:16][C:14]=2[C:15]2[CH:7]([CH2:6][O:5][S:2]([CH3:1])(=[O:3])=[O:4])[CH2:8][N:9]([C:23]([C:25]3[NH:26][C:27]4[C:32]([CH:33]=3)=[CH:31][C:30]([O:34][CH3:35])=[C:29]([O:36][CH3:37])[C:28]=4[O:38][CH3:39])=[O:24])[C:10]=2[CH:11]=1. Procedure details: A solution of 14o (162 mg, 0.29 mmol) in THF (15 mL) was hydrogenated over PtO2 at 55 psi for 2 h. After removal of the catalyst, the solution was concentrated to a small volume under reduced pressure below 25° C. and diluted with iPr2O to give a crude product. This was purified by precipitation from an EtOAc solution with petroleum ether at 20° C. to give 5-amino-1-[(methanesulfonyloxy)methyl]-3-[(5,6,7-trimethoxyindol-2-yl)carbonyl]-1,2-dihydro-3H-benz[e]indole (15o) (116 mg, 76%) as an unstab... Reactants: N1N=C(C2=CC=CC=C12)C(=O)O (1H-indazole-3-carboxylic acid), N,N'-carbonyldiimidazole, NC1CN(CCN(C1)CC1=C(C=CC(=C1)C)C)C (6-Amino-1-(2,5-dimethylbenzyl)-4-methylhexahydro-1H-1,4-diazepine). Solvent: CN(C=O)C (N,N-dimethylformamide). Conditions: temperature 60 celsius. The product is CC1=C(CN2CCN(CC(C2)NC(=O)C2=NNC3=CC=CC=C23)C)C=C(C=C1)C (N-[1-(2,5-dimethylbenzyl)-4-methylhexahydro-1H-1,4-diazepin-6-yl]-1H-indazole-3-carboxamide). Yield: 67.4%. RXN SMILES: [NH:1]1[C:9]2[C:4](=[CH:5][CH:6]=[CH:7][CH:8]=2)[C:3]([C:10]([OH:12])=O)=[N:2]1.[NH2:13][CH:14]1[CH2:20][N:19]([CH2:21][C:22]2[CH:27]=[C:26]([CH3:28])[CH:25]=[CH:24][C:23]=2[CH3:29])[CH2:18][CH2:17][N:16]([CH3:30])[CH2:15]1>CN(C)C=O>[CH3:29][C:23]1[CH:24]=[CH:25][C:26]([CH3:28])=[CH:27][C:22]=1[CH2:21][N:19]1[CH2:20][CH:14]([NH:13][C:10]([C:3]2[C:4]3[C:9](=[CH:8][CH:7]=[CH:6][CH:5]=3)[NH:1][N:2]=2)=[O:12])[CH2:15][N:16]([CH3:30])[CH2:17][CH2:18]1. Reported procedure: To a solution of 1H-indazole-3-carboxylic acid (1.0 g) in N,N-dimethylformamide (20 ml), N,N'-carbonyldiimidazole (1.1 g) is added, and the mixture is heated at 60° C. for 2 hours. 6-Amino-1-(2,5-dimethylbenzyl)-4-methylhexahydro-1H-1,4-diazepine (1.5 g) is added to the reaction mixture, and the mixture is heated at 60° C. for 2 hours. The solvent is evaporated under reduced pressure, and the residue is diluted with water and extracted with chloroform. The organic layer is washed successively wi...